Dataset: the Open Reaction Database (ORD), a public repository of structured organic reaction records. Task: describe an organic reaction: reactants, conditions, products, and yield Reactants: CC(C)C(NC(=O)OCc1ccccc1)C(=O)OCC(C)(C)NC(=O)OC(C)(C)C, ClCCl, O=C(O)C(F)(F)F. Yields the product CC(C)C(NC(=O)OCc1ccccc1)C(=O)OCC(C)(C)N. RXN SMILES: [C:1]([O:2][C:3](=[O:4])[NH:8][C:9]([CH2:10][O:11][C:12]([CH:13]([NH:14][C:15](=[O:16])[O:17][CH2:18][c:19]1[cH:20][cH:21][cH:22][cH:23][cH:24]1)[CH:25]([CH3:26])[CH3:27])=[O:28])([CH3:29])[CH3:30])([CH3:5])([CH3:6])[CH3:7].[Cl:38][CH2:39][Cl:40].[OH:31][C:32]([C:33]([F:34])([F:35])[F:36])=[O:37]>>[NH2:8][C:9]([CH2:10][O:11][C:12]([CH:13]([NH:14][C:15](=[O:16])[O:17][CH2:18][c:19]1[cH:20][cH:21][cH:22][cH:23][cH:24]1)[CH:25]([CH3:26])[CH3:27])=[O:28])([CH3:29])[CH3:30]. The reactants are C(Cl)(Cl)Cl (chloroform), O=C1N(OC(N1)=O)CC1=CC=C(OCC=2C=C(C=CC2)C2=C(C=C(C=C2)C(=O)O)C)C=C1 (3′-({4-[(3,5-Dioxo-1,2,4-oxadiazolidin-2-yl)methyl]phenoxy}methyl)-2-methylbiphenyl-4-carboxylic acid), C[N+]1(CCOCC1)C2=NC(=NC(=N2)OC)OC.[Cl-] (DMT-MM), C(C)N1CC(CCC1)N (1-ethylpiperidine-3-amine). Run in C1CCOC1.CO (THF methanol). Reaction conditions: time 8 hour. The product is O=C1N(OC(N1)=O)CC1=CC=C(OCC=2C=C(C=CC2)C2=C(C=C(C=C2)C(=O)NC2CN(CCC2)CC)C)C=C1 (3′-({4-[(3,5-dioxo-1,2,4-oxadiazolidin-2-yl)methyl]phenoxy}methyl)-N-(1-ethylpiperidin-3-yl)-2-methylbiphenyl-4-carboxamide). The yield is 25.1%. Reaction SMILES: [O:1]=[C:2]1[NH:6][C:5](=[O:7])[O:4][N:3]1[CH2:8][C:9]1[CH:32]=[CH:31][C:12]([O:13][CH2:14][C:15]2[CH:16]=[C:17]([C:21]3[CH:26]=[CH:25][C:24]([C:27]([OH:29])=O)=[CH:23][C:22]=3[CH3:30])[CH:18]=[CH:19][CH:20]=2)=[CH:11][CH:10]=1.[CH2:33]([N:35]1[CH2:40][CH2:39][CH2:38][CH:37]([NH2:41])[CH2:36]1)[CH3:34].C[N+]1(C2N=C(OC)N=C(OC)N=2)CCOCC1.[Cl-].C(Cl)(Cl)Cl>C1COCC1.CO>[O:1]=[C:2]1[NH:6][C:5](=[O:7])[O:4][N:3]1[CH2:8][C:9]1[CH:10]=[CH:11][C:12]([O:13][CH2:14][C:15]2[CH:16]=[C:17]([C:21]3[CH:26]=[CH:25][C:24]([C:27]([NH:41][CH:37]4[CH2:38][CH2:39][CH2:40][N:35]([CH2:33][CH3:34])[CH2:36]4)=[O:29])=[CH:23][C:22]=3[CH3:30])[CH:18]=[CH:19][CH:20]=2)=[CH:31][CH:32]=1 |f:2.3,5.6|. Reported procedure: 3′-({4-[(3,5-Dioxo-1,2,4-oxadiazolidin-2-yl)methyl]phenoxy}methyl)-2-methylbiphenyl-4-carboxylic acid (10.8 mg) was dissolved in a THF-methanol [1 ml, 4:1 (v/v)] mixed solution, and the solution was added to 1-ethylpiperidine-3-amine (5.8 mg). DMT-MM (12 mg) was added, followed by overnight stirring at room temperature. Thereafter, chloroform was added to the reaction liquid, and the organic layer was washed with water. The organic layer was concentrated, and the residue was purified by a fracti... Reactants: O.O.O.O.O.O.O.O.O.[S-2].[Na+].[Na+] (disodium sulphide nonahydrate), ClC=1C=CC2=C(C(=NCC(N2CCCl)CCl)C=2OC=CC2)C1 (7-chloro-1-(β-chloroethyl)-2-chloromethyl-5-(2-furyl)-2,3-dihydro-1H-1,4-benzodiazepine), C(Cl)(Cl)Cl (chloroform), ClC1CN(C2=C(C(=NC1)C=1OC=CC1)C=CC(=C2)Cl)CCCl (3,9-dichloro-1-(β-chloroethyl)-6-(2-furyl)-1,2,3,4-tetrahydro-1,5-benzodiazocine). Run in O (water), O1CCOCC1 (dioxane). The product is ClC=1C=CC2=C(C(=NCC3N2CCSC3)C=3OC=CC3)C1 (1,2,4,4a-tetrahydro-9-chloro-7-(2-furyl)-5H-[1,4]-thiazino[4,3-a][1,4]benzodiazepine). Yield: 86.0%. Reaction SMILES: O.O.O.O.O.O.O.O.O.[S-2:10].[Na+].[Na+].[Cl:13][C:14]1[CH:15]=[CH:16][C:17]2[N:23]([CH2:24][CH2:25]Cl)[CH:22]([CH2:27]Cl)[CH2:21][N:20]=[C:19]([C:29]3[O:30][CH:31]=[CH:32][CH:33]=3)[C:18]=2[CH:34]=1.ClC1CN=C(C2OC=CC=2)C2C=CC(Cl)=CC=2N(CCCl)C1.C(Cl)(Cl)Cl>O.O1CCOCC1>[Cl:13][C:14]1[CH:15]=[CH:16][C:17]2[N:23]3[CH2:24][CH2:25][S:10][CH2:27][CH:22]3[CH2:21][N:20]=[C:19]([C:29]3[O:30][CH:31]=[CH:32][CH:33]=3)[C:18]=2[CH:34]=1 |f:0.1.2.3.4.5.6.7.8.9.10.11|. Procedure details: 8.5 g of disodium sulphide nonahydrate in 75 ml of water are added to a solution of 12.7 g of 7-chloro-1-(β-chloroethyl)-2-chloromethyl-5-(2-furyl)-2,3-dihydro-1H-1,4-benzodiazepine (or a mixture of this compound and the isomeric 3,9-dichloro-1-(β-chloroethyl)-6-(2-furyl)-1,2,3,4-tetrahydro-1,5-benzodiazocine (for the preparation see Example 5B) in 150 ml of dioxane, and the reaction mixture is heated under reflux for 5 hours. After the solvent has been stripped off in vacuo, the crude reaction ... Starting materials: CC(C)(C)c1cccc(O)c1, CN(C)C=O, [H-], CI, [Na+]. Yields the product COc1cccc(C(C)(C)C)c1. RXN SMILES: [C:1]([CH3:2])([CH3:3])([CH3:4])[c:5]1[cH:6][c:7]([OH:11])[cH:8][cH:9][cH:10]1.[CH3:16][N:17]([CH3:18])[CH:19]=[O:20].[H-:12].[I:14][CH3:15].[Na+:13]>>[C:1]([CH3:2])([CH3:3])([CH3:4])[c:5]1[cH:6][c:7]([O:11][CH3:15])[cH:8][cH:9][cH:10]1. Starting materials: C(=O)([O-])[O-].[K+].[K+] (K2CO3), FC1=CC=C(CBr)C=C1 (4-fluoro-benzyl-bromide), ClC=1C=NC=C(C1CNC1=CC(=C(C=C1)OC)OC)Cl ((3,5-Dichloro-pyridin-4-ylmethyl)-(3,4-dimethoxy-phenyl)-amine). The solvent is O (water), CC#N (CH3CN). Reaction conditions: temperature 120 celsius. Yields the product ClC=1C=NC=C(C1CN(CC1=CC=C(C=C1)F)C1=CC(=C(C=C1)OC)OC)Cl ((3,5-dichloro-pyridin-4-ylmethyl)-(3,4-dimethoxy-phenyl)-(4-fluoro-benzyl)-amine). Reaction SMILES: [Cl:1][C:2]1[CH:3]=[N:4][CH:5]=[C:6]([Cl:20])[C:7]=1[CH2:8][NH:9][C:10]1[CH:15]=[CH:14][C:13]([O:16][CH3:17])=[C:12]([O:18][CH3:19])[CH:11]=1.C([O-])([O-])=O.[K+].[K+].[F:27][C:28]1[CH:35]=[CH:34][C:31]([CH2:32]Br)=[CH:30][CH:29]=1>CC#N.O>[Cl:20][C:6]1[CH:5]=[N:4][CH:3]=[C:2]([Cl:1])[C:7]=1[CH2:8][N:9]([C:10]1[CH:15]=[CH:14][C:13]([O:16][CH3:17])=[C:12]([O:18][CH3:19])[CH:11]=1)[CH2:32][C:31]1[CH:34]=[CH:35][C:28]([F:27])=[CH:29][CH:30]=1 |f:1.2.3|. Procedure: Intermediate B1 (480 mg, 1.5 mmoles) was dissolved in CH3CN (7.5 mL). Solid K2CO3 (518 mg, 3.75 mmoles), solid KI (250 mg, 1.5 mmoles) and neat 4-fluoro-benzyl-bromide (0.191 mL, 1.5 mmoles) were added, and the mixture was heated in a sealed vial in a microwave oven at 120° C. for 30+30 minutes. The reaction mixture was diluted with water (40 mL) and extracted with AcOEt (3×40 mL). The organic layer was washed with brine, dried over Na2SO4, and evaporated to dryness. The crude was purified by fl... The reactants are O=C([O-])[O-], CCCCC(=O)OC(CC(=O)OCC)C(F)(F)F, [Cs+], [Cs+]. The product is CCOC(=O)C=CC(F)(F)F. Reaction SMILES: [C:19](=[O:20])([O-:21])[O-:22].[C:1]([O:2][CH:8]([CH2:9][C:10](=[O:11])[O:12][CH2:13][CH3:14])[C:15]([F:16])([F:17])[F:18])(=[O:3])[CH2:4][CH2:5][CH2:6][CH3:7].[Cs+:23].[Cs+:24]>>[CH:8](=[CH:9][C:10](=[O:11])[O:12][CH2:13][CH3:14])[C:15]([F:16])([F:17])[F:18].